This data is from the Open Reaction Database (ORD), a public repository of structured organic reaction records. The task is: describe an organic reaction: reactants, conditions, products, and yield Starting materials: IC=1N=CN(C1)C1=NC(=CC(=C1)C(F)(F)F)C1=CC=C(C=C1)C(F)(F)F (2-(4-Iodo-imidazol-1-yl)-4-trifluoromethyl-6-(4-trifluoromethyl-phenyl)-pyridine), NC1=NC=C(C=C1)B1OC(C(O1)(C)C)(C)C (2-amino-5-(4,4,5,5-tetramethyl-1,3,2-dioxaborolan-2-yl)pyridine). Yields the product FC(C1=CC(=NC(=C1)C1=CC=C(C=C1)C(F)(F)F)N1C=NC(=C1)C=1C=CC(=NC1)N)(F)F (5-{1-[4-Trifluoromethyl-6-(4-trifluoromethyl-phenyl)-pyridin-2-yl]-1H-imidazol-4-yl}-pyridin-2-ylamine), solid. The yield is 33.0%. RXN SMILES: I[C:2]1[N:3]=[CH:4][N:5]([C:7]2[CH:12]=[C:11]([C:13]([F:16])([F:15])[F:14])[CH:10]=[C:9]([C:17]3[CH:22]=[CH:21][C:20]([C:23]([F:26])([F:25])[F:24])=[CH:19][CH:18]=3)[N:8]=2)[CH:6]=1.[NH2:27][C:28]1[CH:33]=[CH:32][C:31](B2OC(C)(C)C(C)(C)O2)=[CH:30][N:29]=1>>[F:14][C:13]([F:16])([F:15])[C:11]1[CH:10]=[C:9]([C:17]2[CH:22]=[CH:21][C:20]([C:23]([F:26])([F:25])[F:24])=[CH:19][CH:18]=2)[N:8]=[C:7]([N:5]2[CH:6]=[C:2]([C:31]3[CH:32]=[CH:33][C:28]([NH2:27])=[N:29][CH:30]=3)[N:3]=[CH:4]2)[CH:12]=1. Procedure: The title compound was prepared from 2-(4-iodo-imidazol-1-yl)-4-trifluoromethyl-6-(4-trifluoromethyl-phenyl)-pyridine (example E.23) (0.525 g, 1.09 mmol) and commercially available 2-amino-5-(4,4,5,5-tetramethyl-1,3,2-dioxaborolan-2-yl)pyridine (0.286 g, 1.3 mmol) according to the general procedure VI. Obtained as a yellow solid (0.148 g, 33%). MS (ISP) 450.2 [(M+H)+]; mp 245-247° C. Run at time 16 hour. Reported procedure: At 0° C., 7.0 g (0.05 mol) of H-Gly-OC2H5.HCl, 15 ml of N-ethyl morpholine and 20 g of methylethylphosphinic acid anhydride were added successively to a solution of 10.5 g (0.05 mol) of carbobenzoxy-glycine in 20 ml DMF, while stirring and cooling thoroughly. The mixture was brought to room temperature, while stirring. After 16 hours of standing at room temperature the solvent was distilled off in vacuo, and the residue was dissolved in a mixture of 200 ml of ethyl acetate and 100 ml of a 5% pot... As a reaction SMILES: [NH2:1][CH2:2][C:3]([O:5][CH2:6][CH3:7])=[O:4].Cl.C(N1CCOCC1)C.CP(OP(CC)(C)=O)(CC)=O.[C:28](NCC(O)=O)([O:30][CH2:31][C:32]1[CH:37]=[CH:36][CH:35]=[CH:34][CH:33]=1)=[O:29]>CN(C=O)C>[CH2:6]([O:5][C:3](=[O:4])[CH2:2][NH:1][C:28]([O:30][CH2:31][C:32]1[CH:37]=[CH:36][CH:35]=[CH:34][CH:33]=1)=[O:29])[CH3:7] |f:0.1|. The solvent is CN(C)C=O (DMF). Reactants: NCC(=O)OCC.Cl (H-Gly-OC2H5.HCl), C(C)N1CCOCC1 (N-ethyl morpholine), CP(=O)(CC)OP(=O)(C)CC (methylethylphosphinic acid anhydride), C(=O)(OCC1=CC=CC=C1)NCC(=O)O (carbobenzoxy-glycine). The product is C(C)OC(CNC(=O)OCC1=CC=CC=C1)=O (Carbobenzoxyglycine ethyl ester). The reactants are CO.C(C)(C)OC(C)C (methanol isopropyl ether), C=1C=CC(=CC1)[C@@H]2[C@H](O2)C=3C=CC=CC3 (trans-stilbene oxide), CSCCN (2-(methylthio)ethylamine). Run at temperature 140 celsius. Yields the product CSCCNC(C(O)C1=CC=CC=C1)C1=CC=CC=C1 (β-[[2-(Methylthio)ethyl]amino]-α-phenylbenzeneethanol). Isolated yield 66.7%. Reaction SMILES: [CH:1]1[CH:2]=[CH:3][C:4]([C@H:7]2[O:9][C@@H:8]2[C:10]2[CH:11]=[CH:12][CH:13]=[CH:14][CH:15]=2)=[CH:5][CH:6]=1.[CH3:16][S:17][CH2:18][CH2:19][NH2:20].CO.C(OC(C)C)(C)C>>[CH3:16][S:17][CH2:18][CH2:19][NH:20][CH:7]([C:4]1[CH:3]=[CH:2][CH:1]=[CH:6][CH:5]=1)[CH:8]([C:10]1[CH:11]=[CH:12][CH:13]=[CH:14][CH:15]=1)[OH:9] |f:2.3|. Procedure: A mixture of trans-stilbene oxide (1.18 g, 0.006 mol) and 2-(methylthio)ethylamine (0.78 g, 0.0085 mol) was heated at 140° C. in an oil bath for 15 hours. The cooled solid reaction mixture was triturated with isooctane and the red-brown solid collected. This was triturated with methanol-isopropyl ether giving an off-white solid (1.15 g, 67% yield); mp 163°-165° C.